describe an organic reaction: reactants, conditions, products, and yield From a dataset of the Open Reaction Database (ORD), a public repository of structured organic reaction records. The product is Nc1cccc(Nc2ncnc3[nH]cc(C(=O)c4ccccc4)c23)c1. Reactants: CC(C)(C)N(C(=O)[O-])c1cccc(Nc2ncnc3[nH]cc(C(=O)c4ccccc4)c23)c1, ClCCl, O=C(O)C(F)(F)F. As a reaction SMILES: [C:1]([N:5]([C:2](=[O:3])[O-:4])[c:9]1[cH:10][c:11]([NH:15][c:16]2[c:17]3[c:18]([n:19][cH:20][n:21]2)[nH:22][cH:23][c:24]3[C:25]([c:26]2[cH:27][cH:28][cH:29][cH:30][cH:31]2)=[O:32])[cH:12][cH:13][cH:14]1)([CH3:6])([CH3:7])[CH3:8].[Cl:40][CH2:41][Cl:42].[F:33][C:34]([F:35])([F:36])[C:37]([OH:38])=[O:39]>>[NH2:5][c:9]1[cH:10][c:11]([NH:15][c:16]2[c:17]3[c:18]([n:19][cH:20][n:21]2)[nH:22][cH:23][c:24]3[C:25]([c:26]2[cH:27][cH:28][cH:29][cH:30][cH:31]2)=[O:32])[cH:12][cH:13][cH:14]1. The reactants are C(=O)[O-].[NH4+] (ammonium formate), COC1=C(C(=O)NCC=2C=NC(=CC2)C)C=CC(=C1)[N+](=O)[O-] (2-methoxy-N-(6-methylpyridin-3-yl)methyl-4-nitrobenzamide). The reagents and catalysts are [Pd] (Pd/C). Run in CCO (EtOH), CCOC(=O)C (EtOAc). The product is NC1=CC(=C(C(=O)NCC=2C=NC(=CC2)C)C=C1)OC (4-Amino-2-methoxy-N-[(6-methylpyridin-3-yl)methyl]benzamide). As a reaction SMILES: [CH3:1][O:2][C:3]1[CH:19]=[C:18]([N+:20]([O-])=O)[CH:17]=[CH:16][C:4]=1[C:5]([NH:7][CH2:8][C:9]1[CH:10]=[N:11][C:12]([CH3:15])=[CH:13][CH:14]=1)=[O:6].C([O-])=O.[NH4+]>CCO.CCOC(C)=O.[Pd]>[NH2:20][C:18]1[CH:17]=[CH:16][C:4]([C:5]([NH:7][CH2:8][C:9]2[CH:10]=[N:11][C:12]([CH3:15])=[CH:13][CH:14]=2)=[O:6])=[C:3]([O:2][CH3:1])[CH:19]=1 |f:1.2|. Reported procedure: A solution of 2-methoxy-N-(6-methylpyridin-3-yl)methyl-4-nitrobenzamide (448 mg, 1.49 mmol) in EtOH and EtOAc (8 mL each) is stirred and ammonium formate (375 mg, 6 mmol) and 10% Pd/C (100 mg) are added. The mixture is heated at reflux for 20 min, cooled, filtered through celite, the solid is washed with EtOH and the combined solvents are evaporated to afford the title compound. The reactants are Cl.CON (methoxyamine hydrochloride), aqueous solution, C(C)(=O)[O-].[Na+] (sodium acetate), O (water), C(C)(=O)C=1C=C(CNC(OC)=O)C=CC1 (methyl N-(3-acetylbenzyl)carbamate). The solvent is C(C)O (ethanol), C(C)(=O)OCC (ethyl acetate). Product: CON=C(C)C=1C=C(CNC(OC)=O)C=CC1 (methyl N-[3-(1-methoxyiminoethyl)benzyl]carbamate). The yield is 87.7%. RXN SMILES: [C:1]([C:4]1[CH:5]=[C:6]([CH:13]=[CH:14][CH:15]=1)[CH2:7][NH:8][C:9](=[O:12])[O:10][CH3:11])(=O)[CH3:2].Cl.[CH3:17][O:18][NH2:19].C([O-])(=O)C.[Na+].O>C(O)C.C(OCC)(=O)C>[CH3:17][O:18][N:19]=[C:1]([C:4]1[CH:5]=[C:6]([CH:13]=[CH:14][CH:15]=1)[CH2:7][NH:8][C:9](=[O:12])[O:10][CH3:11])[CH3:2] |f:1.2,3.4|. Reported procedure: 0.40 g of methyl N-(3-acetylbenzyl)carbamate was dissolved in 10 ml of ethanol, and 0.36 g of methoxyamine hydrochloride and 5 ml of an aqueous solution of 0.54 g of sodium acetate were added thereto, followed by reflux under heating for 8 hours. After completion of the reaction, water was added to the reaction mixture, extraction with ethyl acetate was carried out, the organic layer was dried over anhydrous magnesium sulfate, and the solvent was distilled off under reduced pressure. The obtaine... Reactants: C=C(C)COc1ccc(Cl)cc1CNCC, CCN(C(C)C)C(C)C, NC(=O)c1ccc(Cl)nn1, CN(C)C=O, O. Product: C=C(C)COc1ccc(Cl)cc1CN(CC)c1ccc(C(N)=O)nn1. RXN SMILES: [CH2:1]([CH3:2])[NH:3][CH2:4][c:5]1[c:6]([O:12][CH2:13][C:14](=[CH2:15])[CH3:16])[cH:7][cH:8][c:9]([Cl:11])[cH:10]1.[CH:27]([N:28]([CH:29]([CH3:30])[CH3:31])[CH2:32][CH3:33])([CH3:34])[CH3:35].[Cl:17][c:18]1[cH:19][cH:20][c:21]([C:24](=[O:25])[NH2:26])[n:22][n:23]1.[O:36]=[CH:37][N:38]([CH3:39])[CH3:40].[OH2:41]>>[CH2:1]([CH3:2])[N:3]([CH2:4][c:5]1[c:6]([O:12][CH2:13][C:14](=[CH2:15])[CH3:16])[cH:7][cH:8][c:9]([Cl:11])[cH:10]1)[c:18]1[cH:19][cH:20][c:21]([C:24](=[O:25])[NH2:26])[n:22][n:23]1. Reactants: COc1ccc(CCCC2CN(Cc3ccc(C(C)(C)C)cc3)C(=O)N2C)cc1I, O=C([O-])[O-], CB(O)O, [Cs+], [Cs+], C1COCCO1. The product is COc1ccc(CCCC2CN(Cc3ccc(C(C)(C)C)cc3)C(=O)N2C)cc1C. Reaction SMILES: [C:1]([CH3:2])([CH3:3])([CH3:4])[c:5]1[cH:6][cH:7][c:8]([CH2:9][N:10]2[C:11](=[O:28])[N:12]([CH3:27])[CH:13]([CH2:15][CH2:16][CH2:17][c:18]3[cH:19][c:20]([I:26])[c:21]([O:24][CH3:25])[cH:22][cH:23]3)[CH2:14]2)[cH:29][cH:30]1.[C:35](=[O:36])([O-:37])[O-:38].[CH3:31][B:32]([OH:33])[OH:34].[Cs+:39].[Cs+:40].[O:41]1[CH2:42][CH2:43][O:44][CH2:45][CH2:46]1>>[C:1]([CH3:2])([CH3:3])([CH3:4])[c:5]1[cH:6][cH:7][c:8]([CH2:9][N:10]2[C:11](=[O:28])[N:12]([CH3:27])[CH:13]([CH2:15][CH2:16][CH2:17][c:18]3[cH:19][c:20]([CH3:31])[c:21]([O:24][CH3:25])[cH:22][cH:23]3)[CH2:14]2)[cH:29][cH:30]1. Starting materials: OCCCCN1C(NC(C2=CC=CC=C12)=O)=O (1-[4-hydroxybutyl)-2,4(1H,3H)-quinazolinedione), CS(=O)(=O)Cl (methanesulfonyl chloride). Run in C(C)N(CC)CC (triethylamine). Conditions: time 18 hour. Product: CS(=O)(=O)OCCCCN1C(NC(C2=CC=CC=C12)=O)=O (1-(4-Methanesulfonyloxybutyl)-2,4(1H,3H)-quinazolinedione). RXN SMILES: [OH:1][CH2:2][CH2:3][CH2:4][CH2:5][N:6]1[C:15]2[C:10](=[CH:11][CH:12]=[CH:13][CH:14]=2)[C:9](=[O:16])[NH:8][C:7]1=[O:17].[CH3:18][S:19](Cl)(=[O:21])=[O:20]>C(N(CC)CC)C>[CH3:18][S:19]([O:1][CH2:2][CH2:3][CH2:4][CH2:5][N:6]1[C:15]2[C:10](=[CH:11][CH:12]=[CH:13][CH:14]=2)[C:9](=[O:16])[NH:8][C:7]1=[O:17])(=[O:21])=[O:20]. Procedure details: To a stirred suspension of 1-[4-hydroxybutyl)-2,4(1H,3H)-quinazolinedione (778 mg) in chloroformtetrahydrofuran (40 ml, 1:1 V/V) was added methanesulfonyl chloride (0.57 ml), and triethylamine (1.85 ml) on an ice-bath. After stirring for 18 hours at room temperature, the reaction mixture was heated at 50° C. for 30 hours with stirring. After evaporation of the solvents the residue was diluted with ethyl acetate. The mixture was washed in turn with water and brine, dried over magnesium sulfate, a... Reaction SMILES: [Br:22][CH2:23][c:24]1[cH:25][c:26]([C:27]#[N:28])[cH:29][cH:30][cH:31]1.[CH2:17]([Li:18])[CH2:19][CH2:20][CH3:21].[CH3:11][C:12]([CH3:13])([O-:14])[CH3:15].[CH:1]1([c:5]2[n:6][c:7]([CH3:10])[s:8][cH:9]2)[CH2:2][CH2:3][CH2:4]1.[Cl-:32].[K+:16].[NH4+:33].[O:34]1[CH2:35][CH2:36][CH2:37][CH2:38]1>>[CH:1]1([c:5]2[n:6][c:7]([CH2:10][CH2:23][c:24]3[cH:25][c:26]([C:27]#[N:28])[cH:29][cH:30][cH:31]3)[s:8][cH:9]2)[CH2:2][CH2:3][CH2:4]1. The reactants are N#Cc1cccc(CBr)c1, [Li]CCCC, CC(C)(C)[O-], Cc1nc(C2CCC2)cs1, [Cl-], [K+], [NH4+], C1CCOC1. Yields the product N#Cc1cccc(CCc2nc(C3CCC3)cs2)c1. Starting materials: N#Cc1c(N)nc2ccc([N+](=O)[O-])cc2c1O, O=P(Cl)(Cl)Cl. The product is N#Cc1c(N)nc2ccc([N+](=O)[O-])cc2c1Cl. Reaction SMILES: [NH2:1][c:2]1[n:3][c:4]2[cH:5][cH:6][c:7]([N+:15](=[O:16])[O-:17])[cH:8][c:9]2[c:10]([OH:14])[c:11]1[C:12]#[N:13].[P:18]([Cl:19])([Cl:20])([Cl:21])=[O:22]>>[NH2:1][c:2]1[n:3][c:4]2[cH:5][cH:6][c:7]([N+:15](=[O:16])[O-:17])[cH:8][c:9]2[c:10]([Cl:20])[c:11]1[C:12]#[N:13].